Dataset: the Open Reaction Database (ORD), a public repository of structured organic reaction records. Task: describe an organic reaction: reactants, conditions, products, and yield The solvent is CN(C)C=O (DMF), CN(C)C=O (DMF). Procedure details: A mixture of {5-[5-(2,6-dichloro-phenylmethanesulfonyl)-2-oxo-1,2-dihydro-indol-(3Z)-ylidenemethyl]-2,4-dimethyl-1H-pyrrol-3-yl}-acetic acid (210 mg, 0.4 mmol), HOBt (54 mg, 1 eq.) and EDAC (77 mg, 1 eq.) in DMF (1.5 mL) was stirred at rt for 30 mins. To the mixture was added 1-cyclopropylmethyl-piperazine (112 mg, 2 eq.) in DMF (1.5 mL). After stirring at rt for overnight, the precipitate was collected by vacuum filtration, washed with water, sodium bicarbonate and water and then dried to give ... Reaction SMILES: [Cl:1][C:2]1[CH:7]=[CH:6][CH:5]=[C:4]([Cl:8])[C:3]=1[CH2:9][S:10]([C:13]1[CH:14]=[C:15]2[C:19](=[CH:20][CH:21]=1)[NH:18][C:17](=[O:22])/[C:16]/2=[CH:23]\[C:24]1[NH:28][C:27]([CH3:29])=[C:26]([CH2:30][C:31]([OH:33])=O)[C:25]=1[CH3:34])(=[O:12])=[O:11].C1C=CC2N(O)N=NC=2C=1.CCN=C=NCCCN(C)C.[CH:56]1([CH2:59][N:60]2[CH2:65][CH2:64][NH:63][CH2:62][CH2:61]2)[CH2:58][CH2:57]1>CN(C=O)C>[CH:56]1([CH2:59][N:60]2[CH2:65][CH2:64][N:63]([C:31](=[O:33])[CH2:30][C:26]3[C:25]([CH3:34])=[C:24](/[CH:23]=[C:16]4\[C:17](=[O:22])[NH:18][C:19]5[C:15]\4=[CH:14][C:13]([S:10]([CH2:9][C:3]4[C:2]([Cl:1])=[CH:7][CH:6]=[CH:5][C:4]=4[Cl:8])(=[O:12])=[O:11])=[CH:21][CH:20]=5)[NH:28][C:27]=3[CH3:29])[CH2:62][CH2:61]2)[CH2:58][CH2:57]1. The product is C1(CC1)CN1CCN(CC1)C(CC=1C(=C(NC1C)\C=C\1/C(NC2=CC=C(C=C12)S(=O)(=O)CC1=C(C=CC=C1Cl)Cl)=O)C)=O (3-[1-{4-[2-(4-Cyclopropylmethyl-piperazin-1-yl)-2-oxo-ethyl]-3,5-dimethyl-1H-pyrrol-2-yl}-meth-(Z)-ylidene]-5-(2,6-dichlorophenylmethanesulfonyl)-1,3-dihydro-indol-2-one). Starting materials: C1(CC1)CN1CCNCC1 (1-cyclopropylmethyl-piperazine), ClC1=C(C(=CC=C1)Cl)CS(=O)(=O)C=1C=C2/C(/C(NC2=CC1)=O)=C/C1=C(C(=C(N1)C)CC(=O)O)C ({5-[5-(2,6-dichloro-phenylmethanesulfonyl)-2-oxo-1,2-dihydro-indol-(3Z)-ylidenemethyl]-2,4-dimethyl-1H-pyrrol-3-yl}-acetic acid), C=1C=CC2=C(C1)N=NN2O (HOBt), CCN=C=NCCCN(C)C (EDAC). Isolated yield 93.5%. Run at time 30 minute.